Dataset: the Open Reaction Database (ORD), a public repository of structured organic reaction records. Task: describe an organic reaction: reactants, conditions, products, and yield Starting materials: C1(CC1)NC (cyclopropyl-methyl-amine), CN1N=CC(=C1C(NC=1C=CC=2N(C1)N=C(N2)C=2C=NC=CC2)=O)C(=O)O (1-methyl-5-(2-pyridin-3-yl-[1,2,4]triazolo[1,5-a]pyridin-6-ylcarbamoyl)-1H-pyrazole-4-carboxylic acid), solid. The product is C1(CC1)N(C(=O)C=1C=NN(C1C(=O)NC=1C=CC=2N(C1)N=C(N2)C=2C=NC=CC2)C)C (N4-Cyclopropyl-N4,1-dimethyl-N5-(2-(pyridin-3-yl)-[1,2,4]triazolo[1,5-a]pyridin-6-yl)-1H-pyrazole-4,5-dicarboxamide). Reaction SMILES: [CH:1]1([NH:4][CH3:5])[CH2:3][CH2:2]1.[CH3:6][N:7]1[C:11]([C:12](=[O:29])[NH:13][C:14]2[CH:15]=[CH:16][C:17]3[N:18]([N:20]=[C:21]([C:23]4[CH:24]=[N:25][CH:26]=[CH:27][CH:28]=4)[N:22]=3)[CH:19]=2)=[C:10]([C:30](O)=[O:31])[CH:9]=[N:8]1>>[CH:1]1([N:4]([CH3:5])[C:30]([C:10]2[CH:9]=[N:8][N:7]([CH3:6])[C:11]=2[C:12]([NH:13][C:14]2[CH:15]=[CH:16][C:17]3[N:18]([N:20]=[C:21]([C:23]4[CH:24]=[N:25][CH:26]=[CH:27][CH:28]=4)[N:22]=3)[CH:19]=2)=[O:29])=[O:31])[CH2:3][CH2:2]1. Procedure details: Using cyclopropyl-methyl-amine and 1-methyl-5-(2-pyridin-3-yl-[1,2,4]triazolo[1,5-a]pyridin-6-ylcarbamoyl)-1H-pyrazole-4-carboxylic acid, the title compound was prepared in the same manner as described for example 2. White solid (71 mg, 44%). Mp.: 237° C. MS: m/z=417.3 (M+H+). Ames test negative. The reactants are NC1=NNC(=C1C#N)CC (3-amino-5-ethylpyrazole-4-carbonitrile), CN(C=CC(=O)C=1C=NC=CC1)C (3-dimethylamino-1-(3-pyridyl)-2-propen-1-one). The solvent is C(C)(=O)O (acetic acid). Product: C(C)C1=NN2C(N=CC=C2C=2C=NC=CC2)=C1C#N (2-Ethyl-7-(3-pyridyl)pyrazolo[1,5-a]pyrimidine-3-carbonitrile). As a reaction SMILES: [NH2:1][C:2]1[C:6]([C:7]#[N:8])=[C:5]([CH2:9][CH3:10])[NH:4][N:3]=1.CN(C)[CH:13]=[CH:14][C:15]([C:17]1[CH:18]=[N:19][CH:20]=[CH:21][CH:22]=1)=O>C(O)(=O)C>[CH2:9]([C:5]1[C:6]([C:7]#[N:8])=[C:2]2[N:1]=[CH:13][CH:14]=[C:15]([C:17]3[CH:18]=[N:19][CH:20]=[CH:21][CH:22]=3)[N:3]2[N:4]=1)[CH3:10]. Procedure details: As for Example 2, 2.72 g. of 3-amino-5-ethylpyrazole-4-carbonitrile is heated at reflux temperature for 16 hours with 3.52 g. of 3-dimethylamino-1-(3-pyridyl)-2-propen-1-one in 25 ml. of glacial acetic acid to give 2.65 g. of the product of the example as colorless crystals, m.p. 170°-172° C. Starting materials: C(C)(C)(C)OC(=O)N1CC2=CC=CC=C2C[C@H]1C(=O)N[C@@H](C(=O)N1CCN(CC1)C1=C(C(=O)OC)C=CC=C1)CC1=CC=C(C=C1)Cl (methyl 2-{4-[(2R)-2-({(3S)-2-[(tert-butyl)oxycarbonyl](3-1,2,3,4-tetrahydroisoquinolyl)}carbonylamino)-3-(4-chlorophenyl)propanoyl]piperazinyl}benzoate), [Li+].[OH-] (LiOH). Run in C1CCOC1 (THF), O (H2O). Run at temperature 60 celsius. Product: C(C)(C)(C)OC(=O)N1CC2=CC=CC=C2C[C@H]1C(=O)N[C@@H](C(=O)N1CCN(CC1)C1=C(C(=O)O)C=CC=C1)CC1=CC=C(C=C1)Cl (2-{4-[(2R)-2-({(3S)-2-[(Tert-Butyl)Oxycarbonyl](3-1,2,3,4-Tetrahydroisoquinolyl)}Carbonylamino)-3-(4-Chlorophenyl)Propanoyl]Piperazinyl}Benzoic Acid). The yield is 61.8%. As a reaction SMILES: [C:1]([O:5][C:6]([N:8]1[C@H:17]([C:18]([NH:20][C@H:21]([CH2:40][C:41]2[CH:46]=[CH:45][C:44]([Cl:47])=[CH:43][CH:42]=2)[C:22]([N:24]2[CH2:29][CH2:28][N:27]([C:30]3[CH:39]=[CH:38][CH:37]=[CH:36][C:31]=3[C:32]([O:34]C)=[O:33])[CH2:26][CH2:25]2)=[O:23])=[O:19])[CH2:16][C:15]2[C:10](=[CH:11][CH:12]=[CH:13][CH:14]=2)[CH2:9]1)=[O:7])([CH3:4])([CH3:3])[CH3:2].[Li+].[OH-]>C1COCC1.O>[C:1]([O:5][C:6]([N:8]1[C@H:17]([C:18]([NH:20][C@H:21]([CH2:40][C:41]2[CH:42]=[CH:43][C:44]([Cl:47])=[CH:45][CH:46]=2)[C:22]([N:24]2[CH2:29][CH2:28][N:27]([C:30]3[CH:39]=[CH:38][CH:37]=[CH:36][C:31]=3[C:32]([OH:34])=[O:33])[CH2:26][CH2:25]2)=[O:23])=[O:19])[CH2:16][C:15]2[C:10](=[CH:11][CH:12]=[CH:13][CH:14]=2)[CH2:9]1)=[O:7])([CH3:4])([CH3:2])[CH3:3] |f:1.2|. Procedure: To a 150 mL round-bottomed flask equipped with magnetic stirring was added methyl 2-{4-[(2R)-2-({(3S)-2-[(tert-butyl)oxycarbonyl](3-1,2,3,4-tetrahydroisoquinolyl)}carbonylamino)-3-(4-chlorophenyl)propanoyl]piperazinyl}benzoate (1.6 g, 2.4 mmol) in THF (30 mL). A soln of LiOH (Aldrich) (303 mg, 7.14 mmol) in H2O (ca. 10 mL) was added and the reaction was heated at 60° C. for 12 h. After cooling to RT, the mixture was concentrated in vacuo and diluted with EtOAc (100 mL). A 10% soln of citric acid... The product is CC(=O)c1cc2c(cc1C)C(C)(C)CCC2(C)C. Reaction SMILES: [Al+3:2].[CH2:25]([Cl:26])[Cl:27].[CH3:20][C:21]([Cl:22])=[O:23].[CH3:5][C:6]1([CH3:19])[CH2:7][CH2:8][C:9]([CH3:17])([CH3:18])[c:10]2[cH:11][c:12]([CH3:16])[cH:13][cH:14][c:15]21.[Cl-:1].[Cl-:3].[Cl-:4].[OH2:24]>>[CH3:5][C:6]1([CH3:19])[CH2:7][CH2:8][C:9]([CH3:17])([CH3:18])[c:10]2[cH:11][c:12]([CH3:16])[c:13]([C:21]([CH3:20])=[O:23])[cH:14][c:15]21. Reactants: [Al+3], ClCCl, CC(=O)Cl, Cc1ccc2c(c1)C(C)(C)CCC2(C)C, [Cl-], [Cl-], [Cl-], O. The reactants are ClC1=CC=C(C2=C1CCN(CC2)C)C=O (9-chloro-2,3,4,5-tetrahydro-3-methyl-1H-3-benzazepine-6-carboxaldehyde), C1(=CC=CC=C1)C (toluene), C1(=CC=CC=C1)P(C1=CC=CC=C1)(C1=CC=CC=C1)=CC=O (triphenylphosphoranylideneacetaldehyde). Run at temperature 100 celsius, time 24 hour. Product: ClC1=CC=C(C2=C1CCN(CC2)C)C=CC=CC=O (5-(9-chloro-2,3,4,5-tetrahydro-3-methyl-1H-3-benzazepin-6-yl)-2,4-pentadienal). Reaction SMILES: [Cl:1][C:2]1[C:7]2[CH2:8][CH2:9][N:10]([CH3:13])[CH2:11][CH2:12][C:6]=2[C:5]([CH:14]=O)=[CH:4][CH:3]=1.C1(P(=CC=[O:37])(C2C=CC=CC=2)C2C=CC=CC=2)C=CC=CC=1.[C:38]1(C)C=C[CH:41]=[CH:40][CH:39]=1>>[Cl:1][C:2]1[C:7]2[CH2:8][CH2:9][N:10]([CH3:13])[CH2:11][CH2:12][C:6]=2[C:5]([CH:14]=[CH:38][CH:39]=[CH:40][CH:41]=[O:37])=[CH:4][CH:3]=1. Reported procedure: A solution of 9-chloro-2,3,4,5-tetrahydro-3-methyl-1H-3-benzazepine-6-carboxaldehyde, prepared as in Example 12, (2.2 g, 10 mmol) in toluene (15 ml) was treated with triphenylphosphoranylideneacetaldehyde (4.4 g, 14 mmol) and stirred at 100° C. for 24 hours. The mixture was concentrated and the residue was triturated with ethyl ether-petroleum ether (4:1) and the supernatant concentrated to give 3 g of 5-(9-chloro-2,3,4,5-tetrahydro-3-methyl-1H-3-benzazepin-6-yl)-2,4-pentadienal. The reactants are FC1=CC=C(C=C1)CC1=CN=C2C(=C(C(NC2=C1)=O)C(=O)OCC)O (ethyl 7-[(4-fluorophenyl)methyl]-4-hydroxy-2-oxo-1,2-dihydro-1,5-naphthyridine-3-carboxylate), C[C@@H](CO)N (S-(+)-2-amino-1-propanol). Solvent: CN(C=O)C (N,N-dimethylformamide). The product is FC1=CC=C(C=C1)CC1=CN=C2C(=C(C(NC2=C1)=O)C(=O)N[C@H](CO)C)O (7-[(4-Fluorophenyl)methyl]-4-hydroxy-N-[(1S)-2-hydroxy-1-methylethyl]-2-oxo-1,2-dihydro-1,5-naphthyridine-3-carboxamide). As a reaction SMILES: [F:1][C:2]1[CH:7]=[CH:6][C:5]([CH2:8][C:9]2[CH:18]=[C:17]3[C:12]([C:13]([OH:25])=[C:14]([C:20](OCC)=[O:21])[C:15](=[O:19])[NH:16]3)=[N:11][CH:10]=2)=[CH:4][CH:3]=1.[CH3:26][C@H:27]([NH2:30])[CH2:28][OH:29]>CN(C)C=O>[F:1][C:2]1[CH:7]=[CH:6][C:5]([CH2:8][C:9]2[CH:18]=[C:17]3[C:12]([C:13]([OH:25])=[C:14]([C:20]([NH:30][C@@H:27]([CH3:26])[CH2:28][OH:29])=[O:21])[C:15](=[O:19])[NH:16]3)=[N:11][CH:10]=2)=[CH:4][CH:3]=1. Procedure: This compound was prepared from ethyl 7-[(4-fluorophenyl)methyl]-4-hydroxy-2-oxo-1,2-dihydro-1,5-naphthyridine-3-carboxylate and S-(+)-2-amino-1-propanol employing methods similar to those described in Example 2 and using N,N-dimethylformamide as the reaction solvent. The product was obtained as an off-white solid: 1H NMR (d6-DMSO) δ tautomers are observed 11.71 (1H, br s), 10.71 (1H, br s), 10.05 (1H, br s), 8.18 (0.59H, s), 8.14 (0.41H, s), 7.36-7.23 (3H, m), 7.14-7.08 (2H, m), 4.78 (1H, t, J=...